This data is from the Open Reaction Database (ORD), a public repository of structured organic reaction records. The task is: describe an organic reaction: reactants, conditions, products, and yield Reactants: O (Water), FC1=CC=C(C=O)C=C1 (4-fluorobenzaldehyde), OCC1CCNCC1 (4-hydroxymethylpiperidine), C([O-])([O-])=O.[Cs+].[Cs+] (cesium carbonate). Solvent: CN(C)C=O (DMF). Conditions: temperature 100 celsius. Product: OCC1CCN(CC1)C1=CC=C(C=O)C=C1 (4-(4-Hydroxymethyl-piperidin-1-yl)-benzaldehyde). As a reaction SMILES: F[C:2]1[CH:9]=[CH:8][C:5]([CH:6]=[O:7])=[CH:4][CH:3]=1.[OH:10][CH2:11][CH:12]1[CH2:17][CH2:16][NH:15][CH2:14][CH2:13]1.C(=O)([O-])[O-].[Cs+].[Cs+].O>CN(C=O)C>[OH:10][CH2:11][CH:12]1[CH2:17][CH2:16][N:15]([C:2]2[CH:9]=[CH:8][C:5]([CH:6]=[O:7])=[CH:4][CH:3]=2)[CH2:14][CH2:13]1 |f:2.3.4|. Reported procedure: A suspension of 4-fluorobenzaldehyde (4.3 mL), 4-hydroxymethylpiperidine (4.8 g), and cesium carbonate (26 g) in DMF (80 mL) was heated to 100° C. for 24 h and cooled to room temperature. Water (400 mL) was added, and the resulting precipitate was collected by filtration to give the title compound as a tan amorphous powder (4.1 g). Reactants: FC=1C=CC(=C(C1)B(O)O)O ((5-fluoro-2-hydroxyphenyl)boronic acid), BrC1=CC(=NC=C1)N (4-bromopyridin-2-amine), C([O-])([O-])=O.[Na+].[Na+] (sodium carbonate). The reagents and catalysts are C=1C=CC(=CC1)[P](C=2C=CC=CC2)(C=3C=CC=CC3)[Pd]([P](C=4C=CC=CC4)(C=5C=CC=CC5)C=6C=CC=CC6)([P](C=7C=CC=CC7)(C=8C=CC=CC8)C=9C=CC=CC9)[P](C=1C=CC=CC1)(C=1C=CC=CC1)C=1C=CC=CC1 (tetrakis(triphenylphosphine)palladium(0)). The solvent is O1CCOCC1 (1,4-dioxane), O (water), C(C)(=O)OCC (ethyl acetate), O (water). Run at temperature 85 celsius. The product is NC1=NC=CC(=C1)C1=C(C=CC(=C1)F)O (2-(2-Aminopyridin-4-yl)-4-fluorophenol). The yield is 86.7%. As a reaction SMILES: [F:1][C:2]1[CH:3]=[CH:4][C:5]([OH:11])=[C:6](B(O)O)[CH:7]=1.Br[C:13]1[CH:18]=[CH:17][N:16]=[C:15]([NH2:19])[CH:14]=1.C(=O)([O-])[O-].[Na+].[Na+]>O1CCOCC1.O.C(OCC)(=O)C.C1C=CC([P]([Pd]([P](C2C=CC=CC=2)(C2C=CC=CC=2)C2C=CC=CC=2)([P](C2C=CC=CC=2)(C2C=CC=CC=2)C2C=CC=CC=2)[P](C2C=CC=CC=2)(C2C=CC=CC=2)C2C=CC=CC=2)(C2C=CC=CC=2)C2C=CC=CC=2)=CC=1>[NH2:19][C:15]1[CH:14]=[C:13]([C:6]2[CH:7]=[C:2]([F:1])[CH:3]=[CH:4][C:5]=2[OH:11])[CH:18]=[CH:17][N:16]=1 |f:2.3.4,^1:42,44,63,82|. Procedure details: Argon was bubbled through a suspension of (5-fluoro-2-hydroxyphenyl)boronic acid (55.0 mg, 0.35 mmol), 4-bromopyridin-2-amine (67.1 mg, 0.39 mmol) and sodium carbonate (0.15 g, 1.4 mmol) in 1,4-dioxane (0.9 mL) and water (0.3 mL) for 5 minutes then tetrakis(triphenylphosphine)palladium(0) (41 mg, 0.04 mmol) was added. The resulting mixture was heated at 85° C. for 22 hours then cooled to ambient temperature and diluted with ethyl acetate and water. The layers were separated and the aqueous layer... The reactants are [C-]#N.[K+] (potassium cyanide), FC1=CC=C(C=O)C=C1 (4-fluorobenzaldehyde), C(C)O (ethanol). Run in O (water). Conditions: time 72 hour. Product: OC(C(=O)C1=CC=C(C=C1)F)C1=CC=C(C=C1)F (2-hydroxy-1,2-bis(4-fluorophenyl)ethanone). RXN SMILES: [C-]#N.[K+].[F:4][C:5]1[CH:12]=[CH:11][C:8]([CH:9]=[O:10])=[CH:7][CH:6]=1.[CH2:13]([OH:15])[CH3:14]>O>[OH:15][CH:13]([C:14]1[CH:11]=[CH:12][C:5]([F:4])=[CH:6][CH:7]=1)[C:9]([C:8]1[CH:11]=[CH:12][C:5]([F:4])=[CH:6][CH:7]=1)=[O:10] |f:0.1|. Procedure: A mixture of potassium cyanide (2.0 g, 31 mmol), 4-fluorobenzaldehyde, 96% ethanol (30 ml) and water (30 ml) was heated at reflux for 0.5 h and then kept at 5° C. for 72 h. The precipitated compound was collected and recrystallised from ethanol/water to give 20 g of 2-hydroxy-1,2-bis(4-fluorophenyl)ethanone. The reactants are C(#N)[BH3-].[Na+] (sodium cyanoborohydride), ClC=1C=C(C=CC1Cl)C(CC=O)CN1C(=NN=C1)C1=CC=CC=C1 (3-(3,4-Dichlorophenyl)-4-(2-phenyl-1,3,4-triazol-1-yl)butyraldehyde), N1CCC(CC1)N1C(NCCC1)=O (1-(piperidin-4-yl)tetrahydropyrimidin-2-one), C(C)(=O)O (acetic acid). Solvent: C([O-])(O)=O.[Na+] (sodium bicarbonate), CO (methanol), CO (methanol), CO (methanol). Conditions: time 40 minute. Yields the product Cl.ClC=1C=C(C=CC1Cl)C(CCN1CCC(CC1)N1C(NCCC1)=O)CN1C(=NN=C1)C1=CC=CC=C1 (1-[1-[3-(3,4-Dichlorophenyl)-4-(2-phenyl-1,3,4-triazol-1-yl)butyl]piperidin-4-yl]tetrahydropyrimidin-2-one hydrochloride). The yield is 159.7%. Reaction SMILES: [Cl:1][C:2]1[CH:3]=[C:4]([CH:9]([CH2:13][N:14]2[CH:18]=[N:17][N:16]=[C:15]2[C:19]2[CH:24]=[CH:23][CH:22]=[CH:21][CH:20]=2)[CH2:10][CH:11]=O)[CH:5]=[CH:6][C:7]=1[Cl:8].[NH:25]1[CH2:30][CH2:29][CH:28]([N:31]2[CH2:36][CH2:35][CH2:34][NH:33][C:32]2=[O:37])[CH2:27][CH2:26]1.C(O)(=O)C.C([BH3-])#N.[Na+]>CO.C(=O)(O)[O-].[Na+]>[ClH:1].[Cl:1][C:2]1[CH:3]=[C:4]([CH:9]([CH2:13][N:14]2[CH:18]=[N:17][N:16]=[C:15]2[C:19]2[CH:24]=[CH:23][CH:22]=[CH:21][CH:20]=2)[CH2:10][CH2:11][N:25]2[CH2:30][CH2:29][CH:28]([N:31]3[CH2:36][CH2:35][CH2:34][NH:33][C:32]3=[O:37])[CH2:27][CH2:26]2)[CH:5]=[CH:6][C:7]=1[Cl:8] |f:3.4,6.7,8.9|. Reported procedure: 3-(3,4-Dichlorophenyl)-4-(2-phenyl-1,3,4-triazol-1-yl)butyraldehyde (0.80 g) in methanol (4 mL) was added to a solution of 1-(piperidin-4-yl)tetrahydropyrimidin-2-one (0.408 g) and acetic acid (0.13 mL) in methanol (4 mL). After 40 minutes, sodium cyanoborohydride (0.140 g) in methanol (4 mL) was added in a single portion. After being stirred overnight, the reaction mixture was diluted with aqueous sodium bicarbonate, stirred for 30 minutes, and extracted with dichloromethane. The organic extrac... The reactants are BrCC1=C(C(=O)OC)C=CC=C1F (methyl 2-bromomethyl-3-fluorobenzoate), N[C@H]1[C@@H](C(OC2=C1C=C(C=C2)S(=O)(=O)C(F)(F)F)(C)C)O (trans-4-amino-3,4-dihydro-2,2-dimethyl 6-trifluoromethylsulfonyl-2H-1-benzopyran- 3-ol). The solvent is C(C)N(CC)CC (triethylamine). The product is FC1=C2CN(C(C2=CC=C1)=O)[C@H]1[C@@H](C(OC2=C1C=C(C=C2)S(=O)(=O)C(F)(F)F)(C)C)O (trans-4-(4-Fluoro-1-oxoisoindolin-2-yl)-3,4-dihydro-2,2-dimethyl-6-trifluoromethylsulfonyl-2H-1-benzopyran-3-ol). Isolated yield 63.9%. Reaction SMILES: Br[CH2:2][C:3]1[C:12]([F:13])=[CH:11][CH:10]=[CH:9][C:4]=1[C:5]([O:7]C)=O.[NH2:14][C@@H:15]1[C:20]2[CH:21]=[C:22]([S:25]([C:28]([F:31])([F:30])[F:29])(=[O:27])=[O:26])[CH:23]=[CH:24][C:19]=2[O:18][C:17]([CH3:33])([CH3:32])[C@H:16]1[OH:34]>C(N(CC)CC)C>[F:13][C:12]1[CH:11]=[CH:10][CH:9]=[C:4]2[C:3]=1[CH2:2][N:14]([C@@H:15]1[C:20]3[CH:21]=[C:22]([S:25]([C:28]([F:30])([F:31])[F:29])(=[O:27])=[O:26])[CH:23]=[CH:24][C:19]=3[O:18][C:17]([CH3:32])([CH3:33])[C@H:16]1[OH:34])[C:5]2=[O:7]. Reported procedure: Following the procedure and working up described in Example 12, but using 0.272 g of methyl 2-bromomethyl-3-fluorobenzoate, 0.326 g of trans-4-amino-3,4-dihydro-2,2-dimethyl 6-trifluoromethylsulfonyl-2H-1-benzopyran- 3-ol and 0.15 ml of triethylamine, 0.294 g of the title compound, melting at 259°-261° C., was obtained after purification by column chromatography through silica gel, using a 1:1 by volume mixture of cyclohexane and ethyl acetate as the eluent, followed by recrystallization from a ... Conditions: temperature 75 celsius. As a reaction SMILES: [NH2:1][C:2]1[N:3]=[C:4]([CH3:21])[C:5]2[C:11](=O)[NH:10][C@@H:9]([C:13]3[CH:18]=[CH:17][C:16]([F:19])=[CH:15][C:14]=3[Br:20])[CH2:8][C:6]=2[N:7]=1.[NH:22]1[C:26]2[CH:27]=[CH:28][CH:29]=[CH:30][C:25]=2[N:24]=[N:23]1.P(Cl)(Cl)(Cl)=O.CO/N=C1/C2C(C)=NC(N)=NC=2C[C@@H](C2C=CC(F)=CC=2C2C(F)=NC=CC=2)C/1>C(#N)C>[N:22]1([C:11]2[C:5]3[C:4]([CH3:21])=[N:3][C:2]([NH2:1])=[N:7][C:6]=3[CH2:8][C@H:9]([C:13]3[CH:18]=[CH:17][C:16]([F:19])=[CH:15][C:14]=3[Br:20])[N:10]=2)[C:26]2[CH:27]=[CH:28][CH:29]=[CH:30][C:25]=2[N:24]=[N:23]1. Solvent: C(C)#N (acetonitrile). The product is N1(N=NC2=C1C=CC=C2)C2=N[C@H](CC=1N=C(N=C(C12)C)N)C1=C(C=C(C=C1)F)Br ((R)-5-(1H-benzo[d][1,2,3]triazol-1-yl)-7-(2-bromo-4-fluorophenyl)-4-methyl-7,8-dihydropyrido[4,3-d]pyrimidine-2-amine). Reported procedure: In a 2-neck round-bottomed flask, under a blanket of nitrogen was added (R)-2-amino-7-(2-bromo-4-fluorophenyl)-4-methyl-7,8-dihydropyrido[4,3-d]pyrimidin-5(6H)-one (106a, 1.00 g, 2.85 mmol), 1H-benzo[d][1,2,3]triazole (106b, 0.678 g, 5.70 mmol) and anhydrous acetonitrile (14 mL). Phosphoryl trichloride (0.796 mL, 8.54 mmol) was added slowly to the mixture and the reaction was heated in 75° C. oil bath for 18 hours. By LC/MS about 7-10% of compound 1 remained unreacted. The reaction mixture was c... The reactants are CO\N=C/1\C=2C(=NC(=NC2C[C@H](C1)C1=C(C=C(C=C1)F)C=1C(=NC=CC1)F)N)C ((R,E)-2-amino-7-(4-fluoro-2-(2-fluoropyridin-3-yl)phenyl)-4-methyl-7,8-dihydroquinazolin-5(6H)-one O-methyl oxime), NC=1N=C(C2=C(N1)C[C@@H](NC2=O)C2=C(C=C(C=C2)F)Br)C ((R)-2-amino-7-(2-bromo-4-fluorophenyl)-4-methyl-7,8-dihydropyrido[4,3-d]pyrimidin-5(6H)-one), N1N=NC2=C1C=CC=C2 (1H-benzo[d][1,2,3]triazole), P(=O)(Cl)(Cl)Cl (Phosphoryl trichloride). Starting materials: CCOC(=O)c1ccc(N)cc1, O=C1CCC(=O)N1Cl, ClCCl. Yields the product CCOC(=O)c1ccc(N)c(Cl)c1. Reaction SMILES: [CH3:1][CH2:2][O:3][C:4](=[O:5])[c:6]1[cH:7][cH:8][c:9]([NH2:10])[cH:11][cH:12]1.[Cl:13][N:14]1[C:15](=[O:16])[CH2:17][CH2:18][C:19]1=[O:20].[Cl:21][CH2:22][Cl:23]>>[CH3:1][CH2:2][O:3][C:4](=[O:5])[c:6]1[cH:7][cH:8][c:9]([NH2:10])[c:11]([Cl:13])[cH:12]1. The reactants are C(C)(=O)OC(C)=O (Acetic anhydride), COC1=CC=C(C=C1)N (p-anisidine), CCCCCC (Hexane). Run in ClCCl (dichloromethane). Conditions: time 1 hour. The product is COC1=CC=C(C=C1)NC(C)=O (N-(4-methoxyphenyl)acetamide). Isolated yield 92.7%. RXN SMILES: [C:1](OC(=O)C)(=[O:3])[CH3:2].[CH3:8][O:9][C:10]1[CH:15]=[CH:14][C:13]([NH2:16])=[CH:12][CH:11]=1.CCCCCC>ClCCl>[CH3:8][O:9][C:10]1[CH:15]=[CH:14][C:13]([NH:16][C:1](=[O:3])[CH3:2])=[CH:12][CH:11]=1. Procedure details: Acetic anhydride (10.21 g, 9.4 mL, 100 mmol) was added dropwise over 1 hour to a stirred solution of p-anisidine (12.32 g, 100 mmol) in dichloromethane (40 mL) at 25-30° C. The mixture was stirred for an additional 1 hour at the same temperature. Hexane (120 mL) was added dropwise to the mixture at 25-30° C. The obtained suspension was stirred for 1 hour at the same temperature. The precipitated crystals were separated by filtration and dried under reduced pressure to give 15.31 g (92.7%) of N-(...